This data is from the Open Reaction Database (ORD), a public repository of structured organic reaction records. The task is: describe an organic reaction: reactants, conditions, products, and yield Starting materials: ClC1=NN2C(C(=CC=C2)NCC=2C(=NC=CC2)N(S(=O)(=O)C)C)=N1 (N-{3-[(2-chloro-[1,2,4]triazolo[1,5-a]pyridin-8-ylamino)-methyl]-pyridin-2-yl}-N-methyl-methanesulfonamide), CN1CC2=CC=C(C=C2C1)N (2-methyl-2,3-dihydro-1H-isoindol-5-ylamine), C1(CCCCC1)P(C1=C(C=CC=C1)C1=C(C=CC=C1)P(C1CCCCC1)C1CCCCC1)C1CCCCC1 (2,2′-bis-dicyclohexylphosphanyl-biphenyl). Product: CN(S(=O)(=O)C)C1=NC=CC=C1CNC=1C=2N(C=CC1)N=C(N2)NC=2C=C1CN(CC1=CC2)C (N-Methyl-N-(3-{[2-(2-methyl-2,3-dihydro-1H-isoindol-5-ylamino)-[1,2,4]triazolo[1,5-a]pyridin-8-ylamino]-methyl}-pyridin-2-yl)-methanesulfonamide), foam. Yield: 49.0%. RXN SMILES: Cl[C:2]1[N:24]=[C:5]2[C:6]([NH:10][CH2:11][C:12]3[C:13]([N:18]([CH3:23])[S:19]([CH3:22])(=[O:21])=[O:20])=[N:14][CH:15]=[CH:16][CH:17]=3)=[CH:7][CH:8]=[CH:9][N:4]2[N:3]=1.[CH3:25][N:26]1[CH2:34][C:33]2[C:28](=[CH:29][CH:30]=[C:31]([NH2:35])[CH:32]=2)[CH2:27]1.C1(P(C2CCCCC2)C2C=CC=CC=2C2C=CC=CC=2P(C2CCCCC2)C2CCCCC2)CCCCC1>>[CH3:23][N:18]([C:13]1[C:12]([CH2:11][NH:10][C:6]2[C:5]3[N:4]([N:3]=[C:2]([NH:35][C:31]4[CH:32]=[C:33]5[C:28](=[CH:29][CH:30]=4)[CH2:27][N:26]([CH3:25])[CH2:34]5)[N:24]=3)[CH:9]=[CH:8][CH:7]=2)=[CH:17][CH:16]=[CH:15][N:14]=1)[S:19]([CH3:22])(=[O:21])=[O:20]. Reported procedure: 166 f) N-Methyl-N-(3-{[2-(2-methyl-2,3-dihydro-1H-isoindol-5-ylamino)-[1,2,4]triazolo[1,5-a]pyridin-8-ylamino]-methyl}-pyridin-2-yl)-methanesulfonamide was prepared from N-{3-[(2-chloro-[1,2,4]triazolo[1,5-a]pyridin-8-ylamino)-methyl]-pyridin-2-yl}-N-methyl-methanesulfonamide (75.0 mg, 0.204 mmol) and 2-methyl-2,3-dihydro-1H-isoindol-5-ylamine (34.0 mg, 0.229 mmol) with 2,2′-bis-dicyclohexylphosphanyl-biphenyl (25.0 mg, 0.0457 mmol) as the ligand in a manner analogous to Example 2d. Product isol... Reactants: C(C(O)C(O)C(=O)N)(=O)N (tartaric acid diamide), C=1C=CC=2C(C1)=CC=CC2O (naphthol), clathrate, C(C(O)C(O)C(=O)N)(=O)N (tartaric acid diamide), C1=CC=CC2=CC=CC(=C12)O (8 -naphthol). Run in CO (methanol). Yields the product C1=C(C=CC2=CC=CC=C12)O (β-naphthol). Yield: 36.8%. As a reaction SMILES: [C:1](N)(=O)[CH:2]([CH:4]([C:6](N)=O)[OH:5])O.[CH:11]1[CH:12]=[CH:13][C:14]2[C:15](=CC=CC=2O)[CH:16]=1>CO>[CH:2]1[C:1]2[C:12](=[CH:11][CH:16]=[CH:15][CH:14]=2)[CH:13]=[CH:6][C:4]=1[OH:5]. Reported procedure: 4.80 g of (+)-tartaric acid diamide (VI) and 1.44 g of naphthol (α:β=1 : 1) were dissolved in 10 ml of methanol by heating, and the thus-obtained solution was allowed to stand for 12 hours at room temperature, with 2.3 g of a clathrate compound (colorless needle-like crystal, mp. 199-204° C.) containing tartaric acid diamide (VI) and 8 -naphthol in a ratio of 1 : 1 being crystallized. When the tartaric acid diamide (VI) was separated from the clathrate compound by column chromatography, 0.53 g o... Starting materials: resultant mixture, COC(C)(C)[C@@H]1[C@H](NC1=O)CC(=O)O (2-[(2R, 3S)-3-(1-methoxy-1-methylethyl)-4-oxoazetidin-2-yl]acetic acid), C(=O)(N1C=NC=C1)N1C=NC=C1 (carbonyldiimidazole), magnesium salt, C(CC(=O)[O-])(=O)OCC1=CC=C(C=C1)[N+](=O)[O-] (mono-p-nitrobenzyl malonate). Run in O1CCCC1 (tetrahydrofuran). Conditions: time 6 hour. Product: COC(C)(C)[C@@H]1[C@H](NC1=O)CC(CC(=O)OCC1=CC=C(C=C1)[N+](=O)[O-])=O (4-nitrobenzyl 4-[(2R, 3S)-3-(1-methoxy-1-methyl-ethyl)-4-oxoazetidin-2-yl] -3-oxobutanoate). Yield: 57.6%. As a reaction SMILES: [CH3:1][O:2][C:3]([C@H:6]1[C:9](=[O:10])[NH:8][C@@H:7]1[CH2:11][C:12]([OH:14])=O)([CH3:5])[CH3:4].C(N1C=CN=C1)(N1C=CN=C1)=O.[C:27]([O:33][CH2:34][C:35]1[CH:40]=[CH:39][C:38]([N+:41]([O-:43])=[O:42])=[CH:37][CH:36]=1)(=[O:32])[CH2:28]C([O-])=O>O1CCCC1>[CH3:1][O:2][C:3]([C@H:6]1[C:9](=[O:10])[NH:8][C@@H:7]1[CH2:11][C:12](=[O:14])[CH2:28][C:27]([O:33][CH2:34][C:35]1[CH:40]=[CH:39][C:38]([N+:41]([O-:43])=[O:42])=[CH:37][CH:36]=1)=[O:32])([CH3:4])[CH3:5]. Procedure details: To a solution of 2-[(2R, 3S)-3-(1-methoxy-1-methylethyl)-4-oxoazetidin-2-yl]acetic acid (65.6 mg) in tetrahydrofuran (3.25 ml) was added carbonyldiimidazole (58.1 mg) at ambient temperature. After stirring for 6 hours at ambient temperature, magnesium salt of mono-p-nitrobenzyl malonate (179.7 mg) was added thereto and the resultant mixture was stirred overnight at ambient temperature. The solvent was distilled off and the residue was dissolved in ethyl acetate (10 ml) and filtered. The filtrate... Starting materials: OC1=CC2=CC(=CC=C2C=C1)O (2,7-dihydroxynaphthalene), [OH-].[K+] (potassium hydroxide), CN(C(=S)Cl)C (dimethylthiocarbamoyl chloride). The solvent is O1CCCC1 (tetrahydrofuran), O (water). Run at temperature 10 celsius. The product is CN(C(=S)OC1=CC=C2C=CC(=CC2=C1)OC(N(C)C)=S)C (dimethyl-thiocarbamic acid O-(7-dimethylthiocarbamoyloxy-naphthalen-2-yl) ester). The yield is 75.1%. RXN SMILES: [OH:1][C:2]1[CH:11]=[CH:10][C:9]2[C:4](=[CH:5][C:6]([OH:12])=[CH:7][CH:8]=2)[CH:3]=1.[OH-].[K+].[CH3:15][N:16]([CH3:20])[C:17](Cl)=[S:18]>O.O1CCCC1>[CH3:15][N:16]([CH3:20])[C:17]([O:1][C:2]1[CH:3]=[C:4]2[C:9]([CH:8]=[CH:7][C:6]([O:12][C:17](=[S:18])[N:16]([CH3:20])[CH3:15])=[CH:5]2)=[CH:10][CH:11]=1)=[S:18] |f:1.2|. Reported procedure: To a mixture containing 32 grams of 2,7-dihydroxynaphthalene and 26.3 grams of potassium hydroxide in 140 ml of water which had been cooled to 10° C. was slowly added 56.8 grams of dimethylthiocarbamoyl chloride in 88 ml of tetrahydrofuran. The temperature was maintained below 12° C. throughout the addition. The solid which formed was filtered, washed with water, reslurried in methanol and filtered to produce 50.2 grams of dimethyl-thiocarbamic acid O-(7-dimethylthiocarbamoyloxy-naphthalen-2-yl)... Reactants: CC1(OCC(O1)C(CNC(OCC1=CC=CC=C1)=O)CSC)C (benzyl (SR)-2-((RS)-2,2-dimethyl-1,3-dioxolan-4-yl)-3-(methylthio)propylcarbamate), [OH-].[K+] (potassium hydroxide). Solvent: C(C)(C)O (isopropanol), C(Cl)Cl (CH2Cl2). Product: N.CO (NH3 MeOH), CC1(OCC(O1)C(CN)CSC)C ((SR)-2-((RS)-2,2-dimethyl-1,3-dioxolan-4-yl)-3-(methylthio)propan-1-amine). The yield is 166.0%. Reaction SMILES: [CH3:1][C:2]1([CH3:23])[O:6][CH:5]([CH:7]([CH2:20][S:21][CH3:22])[CH2:8][NH:9]C(=O)OCC2C=CC=CC=2)[CH2:4][O:3]1.[OH-].[K+]>C(O)(C)C.C(Cl)Cl>[NH3:9].[CH3:2][OH:3].[CH3:1][C:2]1([CH3:23])[O:6][CH:5]([CH:7]([CH2:20][S:21][CH3:22])[CH2:8][NH2:9])[CH2:4][O:3]1 |f:1.2,5.6|. Reported procedure: A solution of benzyl (SR)-2-((RS)-2,2-dimethyl-1,3-dioxolan-4-yl)-3-(methylthio)propylcarbamate (50 mg, 147 μmol) and potassium hydroxide (248 mg, 4419 μmol) in isopropanol (2 mL) was heated under reflux for 2 h. Silica gel was added and the mixture was concentrated to dryness, then applied to a silica gel column and eluted with 5% MeOH/CH2Cl2, then 7% 7N NH3/MeOH in CH2Cl2 to give (SR)-2-((RS)-2,2-dimethyl-1,3-dioxolan-4-yl)-3-(methylthio)propan-1-amine (25 mg, 122 μmol, 83% yield) as a syrup. ... Starting materials: CCOCC, Cn1nc(C(F)(F)F)c(C=O)c1F, O, BrP(Br)Br. The product is Cn1nc(C(F)(F)F)c(CBr)c1F. As a reaction SMILES: [CH3:19][CH2:20][O:21][CH2:22][CH3:23].[F:1][c:2]1[c:3]([CH:12]=[O:13])[c:4]([C:8]([F:9])([F:10])[F:11])[n:5][n:6]1[CH3:7].[OH2:18].[P:14]([Br:15])([Br:16])[Br:17]>>[F:1][c:2]1[c:3]([CH2:12][Br:15])[c:4]([C:8]([F:9])([F:10])[F:11])[n:5][n:6]1[CH3:7]. The reactants are Cl.Cl.ClC=1C=CC2=C(CN3C(C(=N2)N2CCN(CC2)CC(C(=O)O)(C)C)=CC(=C3)CC)C1 (3-[4-(7-chloro-2-ethyl-5H-pyrrolo[2,1-c][1,4]benzodiazepin-11-yl)piperazin-1-yl]-2,2-dimethylpropanoic acid dihydrochloride), CO (methanol). Solvent: O (water). Yields the product ClC=1C=CC2=C(CN3C(C(=N2)N2CCN(CC2)CC(C(=O)O)(C)C)=CC(=C3)CC)C1 (3-[4-(7-chloro-2-ethyl-5H-pyrrolo[2,1-c][1,4]benzodiazepin-11-yl)piperazin-1-yl]-2,2-dimethylpropanoic acid). Reaction SMILES: Cl.Cl.[Cl:3][C:4]1[CH:5]=[CH:6][C:7]2[N:13]=[C:12]([N:14]3[CH2:19][CH2:18][N:17]([CH2:20][C:21]([CH3:26])([CH3:25])[C:22]([OH:24])=[O:23])[CH2:16][CH2:15]3)[C:11]3=[CH:27][C:28]([CH2:30][CH3:31])=[CH:29][N:10]3[CH2:9][C:8]=2[CH:32]=1.CO>O>[Cl:3][C:4]1[CH:5]=[CH:6][C:7]2[N:13]=[C:12]([N:14]3[CH2:15][CH2:16][N:17]([CH2:20][C:21]([CH3:26])([CH3:25])[C:22]([OH:24])=[O:23])[CH2:18][CH2:19]3)[C:11]3=[CH:27][C:28]([CH2:30][CH3:31])=[CH:29][N:10]3[CH2:9][C:8]=2[CH:32]=1 |f:0.1.2|. Procedure details: Dissolve 3-[4-(7-chloro-2-ethyl-5H-pyrrolo[2,1-c][1,4]benzodiazepin-11-yl)piperazin-1-yl]-2,2-dimethylpropanoic acid dihydrochloride (201 mg, 400 μmoles in water and methanol (5 mL) then load on to a SCX-2 cartridge (2 g). Wash with methanol and then elute with ammonia in methanol. Concentrate the basic solution to dryness to give 3-[4-(7-chloro-2-ethyl-5H-pyrrolo[2,1-c][1,4]benzodiazepin-11-yl)piperazin-1-yl]-2,2-dimethylpropanoic acid (160 mg, 373 μmoles). Then treat with 2N sodium hydroxide (... Reactants: C1(=CCCC1)C(=O)NCC (N-cyclopentenoyl-ethylamine), [H-].[Al+3].[Li+].[H-].[H-].[H-] (lithium aluminum hydride). Run in O1CCCC1 (tetrahydrofuran). Conditions: temperature 30 celsius, time 1 hour. Product: C1(CCCC1)CNCC (N-cyclopentylmethyl ethylamine). Yield: 35.5%. As a reaction SMILES: [C:1]1([C:6]([NH:8][CH2:9][CH3:10])=O)[CH2:5][CH2:4][CH2:3][CH:2]=1.[H-].[Al+3].[Li+].[H-].[H-].[H-]>O1CCCC1>[CH:1]1([CH2:6][NH:8][CH2:9][CH3:10])[CH2:5][CH2:4][CH2:3][CH2:2]1 |f:1.2.3.4.5.6|. Reported procedure: N-Cyclopentenoyl-ethylamine was prepared from cyclopentenoic acid (2 grams, 17.5 mmol) and oxallyl chloride (2.2 grams, 17.5 mmol) after stirring at 25-35° C. for 8-12 hours. To this was added a benzene solution of ethylamine (2.1 grams, 48.7 mmol) at 0° C., and this reaction mixture was stirred for 3 hours at 25-35° C., after which time the solvent was evaporated under vacuum to yield N-cyclopentenoyl-ethylamine (1.7 grams), yield: 68.9%. A solution of N-cyclopentenoyl-ethylamine (1.7 grams, 13...